Dataset: the Open Reaction Database (ORD), a public repository of structured organic reaction records. Task: describe an organic reaction: reactants, conditions, products, and yield Reactants: COC1=C(C(=O)Cl)C=CC(=C1)OC (2,4-dimethoxybenzoyl chloride), BrC=1NC=CC1 (2-bromopyrrole). The product is COC1=C(C(=O)N2C(=CC=C2)Br)C=CC(=C1)OC (N-(2,4-Dimethoxybenzoyl)-2-bromopyrrole). Isolated yield 299.4%. Reaction SMILES: [CH3:1][O:2][C:3]1[CH:11]=[C:10]([O:12][CH3:13])[CH:9]=[CH:8][C:4]=1[C:5](Cl)=[O:6].[Br:14][C:15]1[NH:16][CH:17]=[CH:18][CH:19]=1>>[CH3:1][O:2][C:3]1[CH:11]=[C:10]([O:12][CH3:13])[CH:9]=[CH:8][C:4]=1[C:5]([N:16]1[CH:17]=[CH:18][CH:19]=[C:15]1[Br:14])=[O:6]. Procedure: Following the procedure of Example B, 2,4-dimethoxybenzoyl chloride (6.74 g, 3.36 mmol) and 2-bromopyrrole (22.4 mmol) gave 3.12 g of the title compound: mp 81-82° C.; 1H NMR (CDCl3) δ: 7.42 (1 H, t, J=8.4), 6.99 (1 H, t, J=1.8), 6.70-6.45 (2 H, m), 6.42-6.25 (1 H, m), 6.16 (1 H, t, J=3.5), 3.87 (3 H, s), 3.77 (3 H, s). The reactants are O (water), CC(C)([O-])C.[K+] (potassium t-butoxide), COCCl (methoxymethyl chloride), IC1=CC=C(C=C1)O (Paraiodophenol). Solvent: CN(C)C=O (DMF). Yields the product COCOC1=CC=C(C=C1)I (4-methoxymethoxy-1-iodobenzene). The yield is 88.0%. RXN SMILES: [I:1][C:2]1[CH:7]=[CH:6][C:5]([OH:8])=[CH:4][CH:3]=1.CC(C)([O-])C.[K+].[CH3:15][O:16][CH2:17]Cl.O>CN(C=O)C>[CH3:15][O:16][CH2:17][O:8][C:5]1[CH:6]=[CH:7][C:2]([I:1])=[CH:3][CH:4]=1 |f:1.2|. Procedure: Paraiodophenol (25 g) was dissolved in DMF (100 ml), followed by the addition of potassium t-butoxide (25 g) and methoxymethyl chloride (13 ml), and the mixture was reacted at 60° C. overnight. The reaction solution was poured into water and extracted with ethyl acetate. The organic layer was washed with water and brine, dried and evaporated. The resulting residue was subjected to a silica gel short column, to give 4-methoxymethoxy-1-iodobenzene as an oil (26.5 g, yield; 88%). Starting materials: C1CCOC1, CI, [H-], [Na+], CC1CC(O)c2ncnc(N3CCN(C(=O)OC(C)(C)C)CC3C)c21. The product is COC1CC(C)c2c1ncnc2N1CCN(C(=O)OC(C)(C)C)CC1C. RXN SMILES: [CH2:30]1[O:31][CH2:32][CH2:33][CH2:34]1.[CH3:28][I:29].[H-:27].[Na+:26].[OH:1][CH:2]1[CH2:3][CH:4]([CH3:25])[c:5]2[c:6]1[n:7][cH:8][n:9][c:10]2[N:11]1[CH:12]([CH3:24])[CH2:13][N:14]([C:17](=[O:18])[O:19][C:20]([CH3:21])([CH3:22])[CH3:23])[CH2:15][CH2:16]1>>[O:1]([CH:2]1[CH2:3][CH:4]([CH3:25])[c:5]2[c:6]1[n:7][cH:8][n:9][c:10]2[N:11]1[CH:12]([CH3:24])[CH2:13][N:14]([C:17](=[O:18])[O:19][C:20]([CH3:21])([CH3:22])[CH3:23])[CH2:15][CH2:16]1)[CH3:28]. The reactants are B(Br)(Br)Br (boron tribromide), C(Cl)Cl (CH2Cl2), BrC=1C=C2C(=C(NC2=CC1)C1=CC=C(C=C1)F)C(=O)OCC (ethyl 5-bromo-2-(4-fluorophenyl)-1H-indole-3-carboxylate), CN (methylamine), C1CCOC1 (THF), Et2O hexanes. Solvent: ClCCCl (1,2-dichloroethane). Product: BrC=1C=C2C(=C(NC2=CC1)C1=CC=C(C=C1)F)C(=O)NC (5-bromo-2-(4-fluorophenyl)-N-methyl-1H-indole-3-carboxamide). The yield is 70.0%. As a reaction SMILES: [Br:1][C:2]1[CH:3]=[C:4]2[C:8](=[CH:9][CH:10]=1)[NH:7][C:6]([C:11]1[CH:16]=[CH:15][C:14]([F:17])=[CH:13][CH:12]=1)=[C:5]2[C:18]([O:20]CC)=O.B(Br)(Br)Br.C(Cl)Cl.[CH3:30][NH2:31].C1COCC1>ClCCCl>[Br:1][C:2]1[CH:3]=[C:4]2[C:8](=[CH:9][CH:10]=1)[NH:7][C:6]([C:11]1[CH:16]=[CH:15][C:14]([F:17])=[CH:13][CH:12]=1)=[C:5]2[C:18]([NH:31][CH3:30])=[O:20]. Procedure details: A suspension of ethyl 5-bromo-2-(4-fluorophenyl)-1H-indole-3-carboxylate (90 mg, 0.25 mmol) in 1,2-dichloroethane (3 mL) was cooled in an ice bath under an atmosphere of N2. A solution of boron tribromide in CH2Cl2 (1M, 0.75 mL, 0.75 mmol) was added the reaction was allowed warm to r.t. under N2 over 4 h. Then the reaction was then quenched by the addition of a solution of methylamine in THF (2 M, 5 mL, 10 mmol). The reaction was partitioned between EtOAc and water, the organic phase was washed ... Reactants: ClC=1C=C(C=C(C1)Cl)CO ((3,5-dichlorophenyl)methanol), N1=C(C=CC=C1C)C (2,6-lutidine), O(S(=O)(=O)C(F)(F)F)[Si](C(C)C)(C(C)C)C(C)C (triisopropylsilyl triflate). Run in O (water), C(Cl)Cl (methylene chloride). Reaction conditions: temperature 0 celsius, time 2 hour. Yields the product ClC=1C=C(CO[Si](C(C)C)(C(C)C)C(C)C)C=C(C1)Cl ([(3,5-dichlorobenzyl)oxy](triisopropyl)silane). Yield: 78.6%. Reaction SMILES: [Cl:1][C:2]1[CH:3]=[C:4]([CH2:9][OH:10])[CH:5]=[C:6]([Cl:8])[CH:7]=1.N1C(C)=CC=CC=1C.O([Si:27]([CH:34]([CH3:36])[CH3:35])([CH:31]([CH3:33])[CH3:32])[CH:28]([CH3:30])[CH3:29])S(C(F)(F)F)(=O)=O>C(Cl)Cl.O>[Cl:1][C:2]1[CH:3]=[C:4]([CH:5]=[C:6]([Cl:8])[CH:7]=1)[CH2:9][O:10][Si:27]([CH:34]([CH3:36])[CH3:35])([CH:31]([CH3:33])[CH3:32])[CH:28]([CH3:30])[CH3:29]. Reported procedure: To a solution of (3,5-dichlorophenyl)methanol (10.0 g, 56.5 mmol) in methylene chloride (100 mL) at 0° C. was added 2,6-lutidine (16.4 mL, 141 mmol) followed by triisopropylsilyl triflate (19.7 mL, 73.4 mmol), and was stirred at 0° C. for 2 hours. The reaction was diluted with water and the organic layer was separated, washed with brine, dried over Na2SO4, filtered and concentrated. The residue was purified by chromatography on silica gel, eluting with hexane to provide the desired product (14.8... The reactants are COC(=O)c1cc(OC(C)=O)c2cc(F)ccc2c1, C[O-], CO, Cl, [Na+]. Yields the product COC(=O)c1cc(O)c2cc(F)ccc2c1. Reaction SMILES: [CH3:1][O:2][C:3](=[O:4])[c:5]1[cH:6][c:7]2[cH:8][cH:9][c:10]([F:19])[cH:11][c:12]2[c:13]([O:15][C:16](=[O:17])[CH3:18])[cH:14]1.[CH3:20][O-:21].[CH3:24][OH:25].[ClH:23].[Na+:22]>>[CH3:1][O:2][C:3](=[O:4])[c:5]1[cH:6][c:7]2[cH:8][cH:9][c:10]([F:19])[cH:11][c:12]2[c:13]([OH:15])[cH:14]1. The reactants are FC(S(=O)(=O)OCC(C(C(COCCCC)(F)F)(F)F)(F)F)(F)F (5-butoxy-2,2,3,3,4,4-hexafluoropentyl trifluoromethanesulfonate), FC(S(=O)(=O)OCC(C(C(COCC)(F)F)(F)F)(F)F)(F)F (5-ethoxy-2,2,3,3,4,4-hexafluoropentyl trifluoromethanesulfonate). Product: C(CCC)OCC(C(C(COC=1C=C2C=CC(=CC2=CC1)O)(F)F)(F)F)(F)F (6-(5-butoxy-2,2,3,3,4,4-hexafluoropentoxy)-2-hydroxynapthalene). Reaction SMILES: FC(F)(F)S([O:6][CH2:7][C:8]([F:22])([F:21])[C:9]([F:20])([F:19])[C:10]([F:18])([F:17])[CH2:11][O:12][CH2:13][CH2:14][CH2:15][CH3:16])(=O)=O.FC(F)(F)S(O[CH2:31][C:32](F)(F)[C:33](F)(F)[C:34](F)(F)[CH2:35][O:36]CC)(=O)=O>>[CH2:13]([O:12][CH2:11][C:10]([F:17])([F:18])[C:9]([F:19])([F:20])[C:8]([F:21])([F:22])[CH2:7][O:6][C:7]1[CH:8]=[C:9]2[C:33](=[CH:32][CH:31]=1)[CH:34]=[C:35]([OH:36])[CH:11]=[CH:10]2)[CH2:14][CH2:15][CH3:16]. Procedure details: In this example, a compound was prepared in essentially the same manner as that described in Example 7, except that 4.0 g (0.010 moles) of 5-butoxy-2,2,3,3,4,4-hexafluoropentyl trifluoromethanesulfonate (prepared essentially as in Example 2) was substituted for the 5-ethoxy-2,2,3,3,4,4-hexafluoropentyl trifluoromethanesulfonate to provide 2.82 g of 6-(5-butoxy-2,2,3,3,4,4-hexafluoropentoxy)-2-hydroxynapthalene product. RXN SMILES: [Br:14][CH2:15][CH2:16][NH2:17].[BrH:13].[CH2:21]([N+:22]([CH2:23][CH3:24])([CH2:25][CH3:26])[CH2:27][CH3:28])[c:29]1[cH:30][cH:31][cH:32][cH:33][cH:34]1.[Cl-:20].[Cl:35][CH2:36][Cl:37].[F:1][c:2]1[c:3]([C:4](=[O:5])[Cl:6])[c:7]([F:11])[cH:8][cH:9][cH:10]1.[Na+:19].[OH-:18].[OH2:12]>>[F:1][c:2]1[c:3]([C:4]2=[N:17][CH2:16][CH2:15][O:5]2)[c:7]([F:11])[cH:8][cH:9][cH:10]1. Product: Fc1cccc(F)c1C1=NCCO1. The reactants are NCCBr, Br, CC[N+](CC)(CC)Cc1ccccc1, [Cl-], ClCCl, O=C(Cl)c1c(F)cccc1F, [Na+], [OH-], O. Starting materials: ClC=1C2=C(N=C(N1)N)N(C=C2I)CC2=NC=C(C(=C2C)OC)C (4-chloro-5-iodo-7-((4-methoxy-3,5-dimethylpyridin-2-yl)methyl)-7H-pyrrolo [2,3-d]pyrimidin-2-amine), C(C)N1CCN(CC1)CCCC#C (1-ethyl-4-(pent-4-ynyl)piperazine). Product: ClC=1C2=C(N=C(N1)N)N(C=C2C#CCCCN2CCN(CC2)CC)CC2=NC=C(C(=C2C)OC)C (4-chloro-5-(5-(4-ethylpiperazin-1-yl)pent-1-ynyl)-7-((4-methoxy-3,5-dimethylpyridin-2-yl)methyl)-7H-pyrrolo[2,3-d]pyrimidin-2-amine). As a reaction SMILES: [Cl:1][C:2]1[C:3]2[C:11](I)=[CH:10][N:9]([CH2:13][C:14]3[C:19]([CH3:20])=[C:18]([O:21][CH3:22])[C:17]([CH3:23])=[CH:16][N:15]=3)[C:4]=2[N:5]=[C:6]([NH2:8])[N:7]=1.[CH2:24]([N:26]1[CH2:31][CH2:30][N:29]([CH2:32][CH2:33][CH2:34][C:35]#[CH:36])[CH2:28][CH2:27]1)[CH3:25]>>[Cl:1][C:2]1[C:3]2[C:11]([C:36]#[C:35][CH2:34][CH2:33][CH2:32][N:29]3[CH2:28][CH2:27][N:26]([CH2:24][CH3:25])[CH2:31][CH2:30]3)=[CH:10][N:9]([CH2:13][C:14]3[C:19]([CH3:20])=[C:18]([O:21][CH3:22])[C:17]([CH3:23])=[CH:16][N:15]=3)[C:4]=2[N:5]=[C:6]([NH2:8])[N:7]=1. Reported procedure: Sonogashira coupling of 4-chloro-5-iodo-7-((4-methoxy-3,5-dimethylpyridin-2-yl)methyl)-7H-pyrrolo [2,3-d]pyrimidin-2-amine with 1-ethyl-4-(pent-4-ynyl)piperazine, according to the general procedure A gave the title compound, as a solid. Mp=142.3-144.1° C. HPLC Rt=4.11 min. Starting materials: ClC1=CC=CC2=C1C(N(CC=1N2C=NC1C=1OC(=CN1)CN(CCC)CCC)C)=O (7-chloro-3-(5-dipropylaminomethyloxazol-2-yl)-5-methyl-5,6-dihydro-4H-imidazo[1,5-a][1,4]-benzodiazepin-6-one), Cl (hydrochloric acid). Run in C(C)(=O)OCC (ethyl acetate). Run at time 15 minute. Yields the product Cl.ClC1=CC=CC2=C1C(N(CC=1N2C=NC1C=1OC(=CN1)CN(CCC)CCC)C)=O (7-chloro-3-(5-dipropylaminomethyl-oxazol-2-yl)-5-methyl-5,6-dihydro-4H-imidazo[1,5-a][1,4]benzodiazepin-6-one hydrochloride). The yield is 158.4%. RXN SMILES: [Cl:1][C:2]1[C:7]2[C:8](=[O:30])[N:9]([CH3:29])[CH2:10][C:11]3[N:12]([CH:13]=[N:14][C:15]=3[C:16]3[O:17][C:18]([CH2:21][N:22]([CH2:26][CH2:27][CH3:28])[CH2:23][CH2:24][CH3:25])=[CH:19][N:20]=3)[C:6]=2[CH:5]=[CH:4][CH:3]=1.Cl>C(OCC)(=O)C>[ClH:1].[Cl:1][C:2]1[C:7]2[C:8](=[O:30])[N:9]([CH3:29])[CH2:10][C:11]3[N:12]([CH:13]=[N:14][C:15]=3[C:16]3[O:17][C:18]([CH2:21][N:22]([CH2:26][CH2:27][CH3:28])[CH2:23][CH2:24][CH3:25])=[CH:19][N:20]=3)[C:6]=2[CH:5]=[CH:4][CH:3]=1 |f:3.4|. Procedure: 1.2 g (0.0028 mol) of 7-chloro-3-(5-dipropylaminomethyloxazol-2-yl)-5-methyl-5,6-dihydro-4H-imidazo[1,5-a][1,4]-benzodiazepin-6-one in 80 ml of ethyl acetate were treated at 0° with 0.84 ml (0.0031 mol) of 3.7N ethanolic hydrochloric acid. After stirring at 0° for 15 minutes the white suspension was suction filtered. The yellowish crystals were dissolved in hot acetonitrile and recrystallized by the addition of ether. There were obtained 1.03 g (79%) of 7-chloro-3-(5-dipropylaminomethyl-oxazol-2...